From a dataset of the Open Reaction Database (ORD), a public repository of structured organic reaction records. describe an organic reaction: reactants, conditions, products, and yield Reactants: C(=O)(OC(C)(C)C)N1[C@H](CCC[C@@H]1CCC(C)C)C (trans-N-Boc-2-methyl-6-isopentylpiperidine). Solvent: FC(C(=O)O)(F)F (trifloroacetic acid), ClCCl (dichloromethane). Product: C[C@@H]1N[C@H](CCC1)CCC(C)C (trans-2-methyl-6-isopentylpiperidine). As a reaction SMILES: C([N:8]1[C@@H:13]([CH2:14][CH2:15][CH:16]([CH3:18])[CH3:17])[CH2:12][CH2:11][CH2:10][C@@H:9]1[CH3:19])(OC(C)(C)C)=O>FC(F)(F)C(O)=O.ClCCl>[CH3:19][C@H:9]1[CH2:10][CH2:11][CH2:12][C@H:13]([CH2:14][CH2:15][CH:16]([CH3:18])[CH3:17])[NH:8]1. Reported procedure: To a stirred solution of trans-N-Boc-2-methyl-6-isopentylpiperidine (1.5 g, 5.56 mmol) in 15% trifloroacetic acid (35 mL) in dichloromethane was stirred for 2 h at room temperature, and the reaction mixture was quenched with 90 mL saturated NaHCO3 solution. The mixture was extracted with ether *5 and the combined extracts were dried over K2CO3 and then concentrated to give trans-2-methyl-6-isopentylpiperidine as an oil. The crude oil was immediately dissolved in a small amount of ether, and ethe... Starting materials: compound, C(C)OC([C@H](CNC(=O)C1CN(CCC1)C(=O)OC(C)(C)C)NS(=O)(=O)C1=CC=CC=C1)=O ((2S)-3-(1-t-Butoxycarbonyl-3-piperidyl)carbonylamino-2-benzenesulfonylaminopropanoic acid ethyl ester), CS(=O)(=O)O (methanesulfonic acid), C(#N)C1=CC=C(C(=O)O)C=C1 (4-cyanobenzoic acid), C=1C=CC2=C(C1)N=NN2O (HOBT), CCN=C=NCCCN(C)C.Cl (WSC.HCl). Solvent: C(C)#N (acetonitrile), C(C)N(CC)CC (triethylamine), CN(C)C=O (DMF), O (H2O), C(C)#N (acetonitrile), O (water). Conditions: time 30 minute. The product is C(#N)C1=CC=C(C(=O)N2CC(CCC2)C(=O)NC[C@@H](C(=O)O)NS(=O)(=O)C2=CC=CC=C2)C=C1 ((2S)-3-((1-(4-Cyanobenzoyl)-3-piperidyl)carbonylamino)-2-benzenesulfonylaminopropanoic acid). As a reaction SMILES: C([O:3][C:4](=[O:33])[C@@H:5]([NH:23][S:24]([C:27]1[CH:32]=[CH:31][CH:30]=[CH:29][CH:28]=1)(=[O:26])=[O:25])[CH2:6][NH:7][C:8]([CH:10]1[CH2:15][CH2:14][CH2:13][N:12]([C:16](OC(C)(C)C)=[O:17])[CH2:11]1)=[O:9])C.CS(O)(=O)=O.[C:39]([C:41]1[CH:49]=[CH:48][C:44](C(O)=O)=[CH:43][CH:42]=1)#[N:40].C1C=CC2N(O)N=NC=2C=1.CCN=C=NCCCN(C)C.Cl>C(#N)C.O.C(N(CC)CC)C.CN(C=O)C>[C:39]([C:41]1[CH:49]=[CH:48][C:44]([C:16]([N:12]2[CH2:13][CH2:14][CH2:15][CH:10]([C:8]([NH:7][CH2:6][C@H:5]([NH:23][S:24]([C:27]3[CH:32]=[CH:31][CH:30]=[CH:29][CH:28]=3)(=[O:26])=[O:25])[C:4]([OH:3])=[O:33])=[O:9])[CH2:11]2)=[O:17])=[CH:43][CH:42]=1)#[N:40] |f:4.5|. Reported procedure: To a solution of the compound (373 mg) obtained in the above (1) in acetonitrile (1.5 ml) is added dropwise a solution of methanesulfonic acid (380 mg) in acetonitrile (1.5 ml), and the mixture is stirred at room temperature for 30 minutes. To the mixture are added dropwise DMF (4 ml) and triethylamine (400 mg) at 5°-10° C. under ice-cooling, and further thereto am added 4-cyanobenzoic acid (129 mg), HOBT.H2O (146 mg) and then further WSC.HCl (183 mg). The mixture is stirred at 5°-10° C. for 30 ... Reactants: CS(C)=O, NCCO, Clc1nc(-n2cnc3ccccc32)c2nc[nH]c2n1. The product is OCCNc1nc(-n2cnc3ccccc32)c2nc[nH]c2n1. Reaction SMILES: [CH3:24][S:25]([CH3:26])=[O:27].[NH2:20][CH2:21][CH2:22][OH:23].[n:1]1(-[c:10]2[c:11]3[n:12][cH:13][nH:14][c:15]3[n:16][c:17]([Cl:19])[n:18]2)[cH:2][n:3][c:4]2[c:5]1[cH:6][cH:7][cH:8][cH:9]2>>[n:1]1(-[c:10]2[c:11]3[n:12][cH:13][nH:14][c:15]3[n:16][c:17]([NH:20][CH2:21][CH2:22][OH:23])[n:18]2)[cH:2][n:3][c:4]2[c:5]1[cH:6][cH:7][cH:8][cH:9]2. Starting materials: S(=O)(Cl)Cl (thionyl chloride), NC(C(=O)O)(C)C (aminoisobutyric acid), CO (methanol). Conditions: temperature 50 celsius. The product is Cl.NC(C(=O)OC)(C)C (Methyl aminoisobutyrate hydrochloride). Isolated yield 96.0%. As a reaction SMILES: S(Cl)([Cl:3])=O.[NH2:5][C:6]([CH3:11])([CH3:10])[C:7]([OH:9])=[O:8].[CH3:12]O>>[ClH:3].[NH2:5][C:6]([CH3:11])([CH3:10])[C:7]([O:9][CH3:12])=[O:8] |f:3.4|. Reported procedure: A 500 mL round bottomed flask equipped with nitrogen inlet, thermometer adapter, solids addition funnel, and magnetic stirrer was placed in an ice salt bath and charged with 100 mL of methanol. To this solution was added thionyl chloride(18.0 mL, 0.25 mol) via syringe at such a rate that the internal temperature was maintained at less than 0° C. This solution was then treated with aminoisobutyric acid (19.6g, 0.19 mol) portion wise from the addition funnel at such a rate that the temperature did...